This data is from the Open Reaction Database (ORD), a public repository of structured organic reaction records. The task is: describe an organic reaction: reactants, conditions, products, and yield Starting materials: Br\C=C\1/CCC[C@@]2([C@H](CC[C@@H]12)[C@H](C)O)C ((S)-1-{(E,3S,3aS,7aR)-7-(bromomethylene)-octahydro-3a-methyl-1H-indene-3-yl}ethanol), Br\C=C\1/CCC[C@@]2([C@H](CC[C@@H]12)[C@H](C)O)C ((S)-1-{(E,3S,3aS,7aR)-7-(bromomethylene)-octahydro-3a-methyl-1H-indene-3-yl}ethanol), C[N+]1(CCOCC1)[O-] (N-methylmorpholine-N-oxide). The reagents and catalysts are [Ru](=O)(=O)(=O)[O-].C(CC)[N+](CCC)(CCC)CCC (tetra-n-propylammonium perruthenate). Solvent: C(C)#N (acetonitrile), C(C)(=O)OCC (ethyl acetate). Reaction conditions: time 5 minute. Yields the product Br\C=C\1/CCC[C@@]2([C@H](CC[C@@H]12)C(C)=O)C (1-{(E,3S,3aS,7aR)-7-(bromomethylene)-octahydro-3a-methyl-1H-indene-3-yl}ethanone). Yield: 100.9%. RXN SMILES: [Br:1]/[CH:2]=[C:3]1\[CH2:4][CH2:5][CH2:6][C@@:7]2([CH3:15])[C@H:11]\1[CH2:10][CH2:9][C@@H:8]2[C@@H:12]([OH:14])[CH3:13].C[N+]1([O-])CCOCC1>C(#N)C.C(OCC)(=O)C.[Ru]([O-])(=O)(=O)=O.C([N+](CCC)(CCC)CCC)CC>[Br:1]/[CH:2]=[C:3]1\[CH2:4][CH2:5][CH2:6][C@@:7]2([CH3:15])[C@H:11]\1[CH2:10][CH2:9][C@@H:8]2[C:12](=[O:14])[CH3:13] |f:4.5|. Reported procedure: Under a nitrogen atmosphere, a solution of (S)-1-{(E,3S,3aS,7aR)-7-(bromomethylene)-octahydro-3a-methyl-1H-indene-3-yl}ethanol (Compound 18: 58.1 mg, 0.2127 mmol) and N-methylmorpholine-N-oxide (37.4 mg, 0.3190 mmol) in acetonitrile (2 ml) was cooled in an ice bath, and tetra-n-propylammonium perruthenate (3.7 mg, 0.01064 mmol) was added thereto. The reaction mixture was stirred at the same temperature for 5 minutes, and at room temperature (22° C.) for 50 minutes, and the resulting mixture was ... The reactants are BrC=1SC(=CC1)C (2-bromo-5-methylthiophene), [Li]CCCC (n-BuLi), Cl (HCl), COB(OC)OC (Trimethylborate). The solvent is C1CCOC1 (THF). Run at time 1 hour. Yields the product CC1=CC=C(S1)B(O)O (5-Methyl-2-thienylboronic acid). Isolated yield 67.9%. RXN SMILES: Br[C:2]1[S:3][C:4]([CH3:7])=[CH:5][CH:6]=1.[Li]CCCC.C[O:14][B:15](OC)[O:16]C.Cl>C1COCC1>[CH3:7][C:4]1[S:3][C:2]([B:15]([OH:16])[OH:14])=[CH:6][CH:5]=1. Procedure details: To a stirred solution of 2-bromo-5-methylthiophene (2.5 g, 14.1 mmol) in THF (30 mL) was added n-BuLi (1.55 M solution in hexane, 10.0 mL, 15.5 mmol) at −78° C. under nitrogen, and the mixture was stirred for 1 hour. Trimethylborate (1.83 g, 17.6 mmol) was added to the mixture, and residue was allowed to warm up to room temperature overnight. The reaction mixture was cooled at 0° c and 2N HCl (10 mL) was added, and the mixture was stirred for 1 hour. The organic layer was separated and the aqueo... Starting materials: C1(=CC(=CC(=C1)C)C)C (mesitylene), ClC1=CC=C(C(=O)Cl)C=C1 (4-chlorobenzoyl chloride), [Cl-].[Al+3].[Cl-].[Cl-] (aluminum chloride). Solvent: C(=S)=S (carbon disulfide). Reaction conditions: temperature 0 celsius, time 75 minute. Product: ClC1=CC=C(C(=O)C2=C(C=C(C=C2C)C)C)C=C1 (4-chlorobenzoylmesitylene). Isolated yield 61.9%. RXN SMILES: [C:1]1([CH3:9])[CH:6]=[C:5]([CH3:7])[CH:4]=[C:3]([CH3:8])[CH:2]=1.[Cl:10][C:11]1[CH:19]=[CH:18][C:14]([C:15](Cl)=[O:16])=[CH:13][CH:12]=1.[Cl-].[Al+3].[Cl-].[Cl-]>C(=S)=S>[Cl:10][C:11]1[CH:19]=[CH:18][C:14]([C:15]([C:2]2[C:3]([CH3:8])=[CH:4][C:5]([CH3:7])=[CH:6][C:1]=2[CH3:9])=[O:16])=[CH:13][CH:12]=1 |f:2.3.4.5|. Procedure details: A stirred 0° C. solution of mesitylene (7.21 g, 60.0 mmol) and 4-chlorobenzoyl chloride (10.55 g, 60.0 mmol) in carbon disulfide (130 ml) was treated with aluminum chloride (8.83 g, 66.1 mmol) in portions over 10 minutes. The mixture was stirred 75 minutes at 0° C., warmed to ambient temperature over 30 minutes, refluxed 10 hours, kept at ambient temperature 6 hours, cooled to 0° C., and quenched by addition of ice (250 g) and concentrated hydrochloric acid (50 ml). The mixture was extracted twi... Starting materials: C([O-])([O-])=O.[K+].[K+] (potassium carbonate), Cl (hydrochloric acid), FC1=C(C=C(C(=C1)Cl)O)NC(OC)=O (Methyl N-(2-fluoro-4-chloro-5-hydroxyphenyl)carbamate), C1(=CC=C(C=C1)S(=O)(=O)OC1CCCCC1)C (cyclohexyl p-toluenesulfonate). Run in [I-].[K+] (potassium iodide), CN(C=O)C (N,N-dimethylformamide). Conditions: temperature 80 celsius. Product: FC1=C(C=C(C(=C1)Cl)OC1CCCCC1)NC(OC)=O (methyl N-(2-fluoro-4-chloro-5-cyclohexyloxyphenyl)carbamate), FC1=C(N)C=C(C(=C1)Cl)OC1CCCCC1 (2-fluoro-4-chloro-5-cyclohexyloxyaniline). Isolated yield 8.1%. RXN SMILES: [F:1][C:2]1[CH:7]=[C:6]([Cl:8])[C:5]([OH:9])=[CH:4][C:3]=1[NH:10][C:11](=[O:14])[O:12][CH3:13].[C:15]1(C)[CH:20]=[CH:19][C:18](S([O:24][CH:25]2[CH2:30][CH2:29][CH2:28][CH2:27][CH2:26]2)(=O)=O)=[CH:17][CH:16]=1.C(=O)([O-])[O-].[K+].[K+].Cl>[I-].[K+].CN(C)C=O>[F:1][C:2]1[CH:7]=[C:6]([Cl:8])[C:5]([O:9][CH:15]2[CH2:20][CH2:19][CH2:18][CH2:17][CH2:16]2)=[CH:4][C:3]=1[NH:10][C:11](=[O:14])[O:12][CH3:13].[F:1][C:2]1[CH:7]=[C:6]([Cl:8])[C:5]([O:24][CH:25]2[CH2:26][CH2:27][CH2:28][CH2:29][CH2:30]2)=[CH:4][C:3]=1[NH2:10] |f:2.3.4,6.7|. Reported procedure: Methyl N-(2-fluoro-4-chloro-5-hydroxyphenyl)carbamate (1.00 g, 4.56 mmol) synthesized by the process described in Reference Example 3, cyclohexyl p-toluenesulfonate (1.20 g, 4.73 mmol), potassium carbonate (635 mg, 4.95 mmol), a catalytic amount of potassium iodide and N,N-dimethylformamide (20 ml) as a solvent were charged into a 100 cc round-bottom flask, and stirred on an oil bath at 80° C. After completion of the reaction, the reaction solution was cooled to room temperature, 1N hydrochloric...